Dataset: the Open Reaction Database (ORD), a public repository of structured organic reaction records. Task: describe an organic reaction: reactants, conditions, products, and yield The reactants are CCOC(C)=O, CO, Cl, c1ccc(-c2cc3[nH]c(C4CCNCC4)ncc-3n2)nc1. The product is Cl, c1ccc(-c2cc3[nH]c(C4CCNCC4)ncc-3n2)nc1, O. RXN SMILES: [CH3:22][CH2:23][O:24][C:25]([CH3:26])=[O:27].[CH3:29][OH:30].[ClH:28].[NH:1]1[CH2:2][CH2:3][CH:4]([c:7]2[n:8][cH:9][c:10]3[n:15][c:14](-[c:16]4[n:17][cH:18][cH:19][cH:20][cH:21]4)[cH:13][c:11]-3[nH:12]2)[CH2:5][CH2:6]1>>[ClH:28].[NH:1]1[CH2:2][CH2:3][CH:4]([c:7]2[n:8][cH:9][c:10]3[n:15][c:14](-[c:16]4[n:17][cH:18][cH:19][cH:20][cH:21]4)[cH:13][c:11]-3[nH:12]2)[CH2:5][CH2:6]1.[OH2:24]. The reactants are C(=C)C1=CC=C(C(=O)O)C=C1 (4-vinylbenzoic acid), FC1=C(C(=C(C(=C1O)F)F)F)F (pentafluorophenol), C1(CCCCC1)N=C=NC1CCCCC1 (dicyclohexylcarbodiimide). Solvent: C(C)(=O)OCC (ethyl acetate), O1CCCC1 (tetrahydrofuran). Conditions: time 1 hour. Product: C(=C)C1=CC=C(C(=O)OC2=C(C(=C(C(=C2F)F)F)F)F)C=C1 (pentafluorophenyl 4-vinylbenzoate). Yield: 93.4%. Reaction SMILES: [CH:1]([C:3]1[CH:11]=[CH:10][C:6]([C:7]([OH:9])=[O:8])=[CH:5][CH:4]=1)=[CH2:2].[F:12][C:13]1[C:18](O)=[C:17]([F:20])[C:16]([F:21])=[C:15]([F:22])[C:14]=1[F:23].C1(N=C=NC2CCCCC2)CCCCC1>C(OCC)(=O)C.O1CCCC1>[CH:1]([C:3]1[CH:11]=[CH:10][C:6]([C:7]([O:9][C:18]2[C:17]([F:20])=[C:16]([F:21])[C:15]([F:22])=[C:14]([F:23])[C:13]=2[F:12])=[O:8])=[CH:5][CH:4]=1)=[CH2:2]. Procedure: In a mixture solvent of 500 mL of ethyl acetate and 150 mL of tetrahydrofuran were dissolved 50 g of 4-vinylbenzoic acid and 62.1 g of pentafluorophenol, and the solution was ice-cooled. To the solution was added 69.65 g of dicyclohexylcarbodiimide, and the mixture was stirred under ice-cooling for 1 hour and then at room temperature for 1 hour. Precipitated dicyclohexylurea was filtered off and the filtrate was concentrated under a reduced pressure. To the residue was added 150 mL of hexane, an... The reactants are CCCCCC, CCCCCC=O, [Na+], O=C1CCCC1, [OH-], O. The product is CCCCCC(O)C1CCCC1=O. As a reaction SMILES: [CH3:17][CH2:18][CH2:19][CH2:20][CH2:21][CH3:22].[CH:4]([CH2:5][CH2:6][CH2:7][CH2:8][CH3:9])=[O:10].[Na+:2].[O:11]=[C:12]1[CH2:13][CH2:14][CH2:15][CH2:16]1.[OH-:1].[OH2:3]>>[CH:4]([CH2:5][CH2:6][CH2:7][CH2:8][CH3:9])([OH:10])[CH:13]1[C:12](=[O:11])[CH2:16][CH2:15][CH2:14]1. Reactants: O1C=CC=C1 (Furan), C(C=C)(=O)OCC (ethyl acrylate), S(=S)(=O)([O-])[O-].[Na+].[Na+] (sodium thiosulfate). Reagents/catalysts: [I-].[Zn+2].[I-] (zinc iodide). Solvent: C(C)(=O)OCC (ethyl acetate). Run at temperature 40 celsius, time 30 minute. Yields the product C(C)OC(=O)C1C2C=CC(C1)O2 (2-ethoxycarbonyl-7-oxabicyclo[2.2.1]hept-5-ene). Isolated yield 52.0%. RXN SMILES: [O:1]1[CH:5]=[CH:4][CH:3]=[CH:2]1.[C:6]([O:10][CH2:11][CH3:12])(=[O:9])[CH:7]=[CH2:8].S([O-])([O-])(=O)=S.[Na+].[Na+]>C(OCC)(=O)C.[I-].[Zn+2].[I-]>[CH2:11]([O:10][C:6]([CH:7]1[CH2:8][CH:2]2[O:1][CH:5]1[CH:4]=[CH:3]2)=[O:9])[CH3:12] |f:2.3.4,6.7.8|. Procedure: Furan (2.04 ml, 28 mmol), ethyl acrylate (2.06 ml, 20 mmol) and zinc iodide (1.92 g, 6 mmol) were placed in a sealed tube and the mixture was heated at 40° C. for 2 days. The reaction mixture was cooled to room temperature and diluted with ethyl acetate (100 ml). 10% Aqueous sodium thiosulfate solution (20 ml) was added, and the mixture was stirred at room temperature for 30 min. The organic layer was partitioned, washed with saturated brine (100 ml), and dried over anhydrous sodium sulfate. The... The reactants are CC(C)(C)OC(=O)NC1=Nc2cc(Br)ccc2C=C(C(=O)O)C1, CCCNCCC, CCN=C=NCCCN(C)C, CCN(C(C)C)C(C)C, ClCCl, On1nnc2ccccc21. The product is CCCN(CCC)C(=O)C1=Cc2ccc(Br)cc2N=C(NC(=O)OC(C)(C)C)C1. As a reaction SMILES: [Br:28][c:29]1[cH:30][cH:31][c:32]2[c:33]([cH:50]1)[N:34]=[C:35]([NH:42][C:43](=[O:44])[O:45][C:46]([CH3:47])([CH3:48])[CH3:49])[CH2:36][C:37]([C:39](=[O:40])[OH:41])=[CH:38]2.[CH2:1]([CH2:2][CH3:3])[NH:4][CH2:5][CH2:6][CH3:7].[CH3:8][CH2:9][N:10]=[C:11]=[N:12][CH2:13][CH2:14][CH2:15][N:16]([CH3:17])[CH3:18].[CH:19]([N:20]([CH:21]([CH3:22])[CH3:23])[CH2:24][CH3:25])([CH3:26])[CH3:27].[Cl:61][CH2:62][Cl:63].[OH:51][n:52]1[c:53]2[c:54]([cH:55][cH:56][cH:57][cH:58]2)[n:59][n:60]1>>[CH2:1]([CH2:2][CH3:3])[N:4]([CH2:5][CH2:6][CH3:7])[C:39]([C:37]1=[CH:38][c:32]2[cH:31][cH:30][c:29]([Br:28])[cH:50][c:33]2[N:34]=[C:35]([NH:42][C:43](=[O:44])[O:45][C:46]([CH3:47])([CH3:48])[CH3:49])[CH2:36]1)=[O:40]. The reactants are CCOC(=O)c1c(C(=O)O)nnn1Cc1ccc(OC)cc1, ClCCl, CNc1ccccc1, O=P(Cl)(Cl)Cl, c1ccncc1. Product: CCOC(=O)c1c(C(=O)N(C)c2ccccc2)nnn1Cc1ccc(OC)cc1. As a reaction SMILES: [CH2:15]([CH3:16])[O:17][C:18](=[O:19])[c:20]1[c:21]([C:34](=[O:35])[OH:36])[n:22][n:23][n:24]1[CH2:25][c:26]1[cH:27][cH:28][c:29]([O:32][CH3:33])[cH:30][cH:31]1.[CH2:42]([Cl:43])[Cl:44].[CH3:1][NH:2][c:3]1[cH:4][cH:5][cH:6][cH:7][cH:8]1.[P:37]([Cl:38])([Cl:39])([Cl:40])=[O:41].[cH:9]1[cH:10][cH:11][n:12][cH:13][cH:14]1>>[CH3:1][N:2]([c:3]1[cH:4][cH:5][cH:6][cH:7][cH:8]1)[C:34]([c:21]1[c:20]([C:18]([O:17][CH2:15][CH3:16])=[O:19])[n:24]([CH2:25][c:26]2[cH:27][cH:28][c:29]([O:32][CH3:33])[cH:30][cH:31]2)[n:23][n:22]1)=[O:36]. The reactants are OC1(C2=CC=CC=C2C=2SC=CC21)C2=C(C=CC=C2)C (4-hydroxy-4-(2-methyl-phenyl)-4H-indeno[1,2-b]thiophene), S(=O)(Cl)Cl (thionyl chloride). Run in C1=CC=CC=C1 (benzene). The product is ClC1(C2=CC=CC=C2C=2SC=CC21)C2=C(C=CC=C2)C (4-chloro-4-(2-methyl-phenyl)-4H-indeno[1,2-b]thiophene). Reaction SMILES: O[C:2]1([C:14]2[CH:19]=[CH:18][CH:17]=[CH:16][C:15]=2[CH3:20])[C:13]2[CH:12]=[CH:11][S:10][C:9]=2[C:8]2[C:3]1=[CH:4][CH:5]=[CH:6][CH:7]=2.S(Cl)([Cl:23])=O>C1C=CC=CC=1>[Cl:23][C:2]1([C:14]2[CH:19]=[CH:18][CH:17]=[CH:16][C:15]=2[CH3:20])[C:13]2[CH:12]=[CH:11][S:10][C:9]=2[C:8]2[C:3]1=[CH:4][CH:5]=[CH:6][CH:7]=2. Procedure details: 5.6 g (20 mmoles) of 4-hydroxy-4-(2-methyl-phenyl)-4H-indeno[1,2-b]thiophene were dissolved in 40 ml of absolute benzene, and 34 ml of thionyl chloride were added. The mixture was heated under reflux for 5 hours. The reaction solution was then evaporated in vacuo, the oily residue was taken up in cyclohexane, the insoluble material was filtered off and the clear filtrate was evaporated again in vacuo. 6.1 g of crude 4-chloro-4-(2-methyl-phenyl)-4H-indeno[1,2-b]thiophene were obtained as a viscou...